Dataset: the Open Reaction Database (ORD), a public repository of structured organic reaction records. Task: describe an organic reaction: reactants, conditions, products, and yield The reactants are C(C)OC(=O)N1[C@H](C[C@H](C2=CC(=C(C=C12)OCCCCCC(=O)OCC)OC)N(C(=O)OC)CC1=CC(=CC(=C1)C(F)(F)F)C(F)(F)F)C (cis-4-[(3,5-bis-trifluoromethyl-benzyl)-methoxycarbonyl-amino]-7-(5-ethoxycarbonyl-pentyloxy)-6-methoxy-2-methyl-3,4-dihydro-2H-quinoline-1-carboxylic acid ethyl ester), [OH-].[Li+] (lithium hydroxide). Run in C1CCOC1 (THF), CO (methanol). Reaction conditions: time 45 minute. The product is C(C)OC(=O)N1[C@H](C[C@H](C2=CC(=C(C=C12)OCCCCCC(=O)O)OC)N(C(=O)OC)CC1=CC(=CC(=C1)C(F)(F)F)C(F)(F)F)C (cis-4-[(3,5-Bis-trifluoromethyl-benzyl)-methoxycarbonyl-amino]-7-(5-carboxy-pentyloxy)-6-methoxy-2-methyl-3,4-dihydro-2H-quinoline-1-carboxylic Acid Ethyl Ester). Isolated yield 92.1%. As a reaction SMILES: [CH2:1]([O:3][C:4]([N:6]1[C:15]2[C:10](=[CH:11][C:12]([O:27][CH3:28])=[C:13]([O:16][CH2:17][CH2:18][CH2:19][CH2:20][CH2:21][C:22]([O:24]CC)=[O:23])[CH:14]=2)[C@H:9]([N:29]([CH2:34][C:35]2[CH:40]=[C:39]([C:41]([F:44])([F:43])[F:42])[CH:38]=[C:37]([C:45]([F:48])([F:47])[F:46])[CH:36]=2)[C:30]([O:32][CH3:33])=[O:31])[CH2:8][C@@H:7]1[CH3:49])=[O:5])[CH3:2].[OH-].[Li+]>C1COCC1.CO>[CH2:1]([O:3][C:4]([N:6]1[C:15]2[C:10](=[CH:11][C:12]([O:27][CH3:28])=[C:13]([O:16][CH2:17][CH2:18][CH2:19][CH2:20][CH2:21][C:22]([OH:24])=[O:23])[CH:14]=2)[C@H:9]([N:29]([CH2:34][C:35]2[CH:36]=[C:37]([C:45]([F:47])([F:48])[F:46])[CH:38]=[C:39]([C:41]([F:44])([F:42])[F:43])[CH:40]=2)[C:30]([O:32][CH3:33])=[O:31])[CH2:8][C@@H:7]1[CH3:49])=[O:5])[CH3:2] |f:1.2|. Reported procedure: Prepared by treating a solution of cis-4-[(3,5-bis-trifluoromethyl-benzyl)-methoxycarbonyl-amino]-7-(5-ethoxycarbonyl-pentyloxy)-6-methoxy-2-methyl-3,4-dihydro-2H-quinoline-1-carboxylic acid ethyl ester (Example 163) (27 mg, 0.04 mmol) in 0.6 mL THF and 0.2 mL methanol with an aqueous 1M lithium hydroxide solution (0.2 mL, 0.2 mmol) at room temperature. After 45 minutes, acidification with 1N HCl and extraction with ethyl acetate, drying the organic extracts over sodium sulfate, and concentratio... Reactants: NC1=CC=C(C=C1)C=1C(CC(NN1)=O)C (6-(p-aminophenyl)-4,5-dihydro-5-methyl-3(2H)-pyridazinone), ClC(=O)OC(C)C (isopropyl chloroformate). Run in C1(=CC=CC=C1)C (toluene). The product is C(C)(C)OC(=O)NC1=CC=C(C=C1)C=1C(CC(NN1)=O)C (4,5-dihydro-6-(p-isopropoxycarbonylaminophenyl)-5-methyl-3(2H)-pyridazinone). Yield: 50.4%. Reaction SMILES: [NH2:1][C:2]1[CH:7]=[CH:6][C:5]([C:8]2[CH:9]([CH3:15])[CH2:10][C:11](=[O:14])[NH:12][N:13]=2)=[CH:4][CH:3]=1.Cl[C:17]([O:19][CH:20]([CH3:22])[CH3:21])=[O:18]>C1(C)C=CC=CC=1>[CH:20]([O:19][C:17]([NH:1][C:2]1[CH:7]=[CH:6][C:5]([C:8]2[CH:9]([CH3:15])[CH2:10][C:11](=[O:14])[NH:12][N:13]=2)=[CH:4][CH:3]=1)=[O:18])([CH3:22])[CH3:21]. Procedure: 6.0 g (29.5 millimoles) of 6-(p-aminophenyl)-4,5-dihydro-5-methyl-3(2H)-pyridazinone, 4.0 g (32.6 millimoles) of isopropyl chloroformate and 100 ml of absolute toluene are refluxed for 16 hours. The product is filtered off at 10° C., washed first with toluene and then with water, and recrystallized twice from dimethylformamide/water. 4.3 g (50% of theory) of 4,5-dihydro-6-(p-isopropoxycarbonylaminophenyl)-5-methyl-3(2H)-pyridazinone are obtained as colorless crystals, of melting point 236°-237° ... The reactants are NC(=O)c1c(F)ccc(OCc2nc(-c3ccc(OCc4ccccc4)cc3)ns2)c1F, CS(=O)(=O)O, ClCCl. Product: NC(=O)c1c(F)ccc(OCc2nc(-c3ccc(O)cc3)ns2)c1F. RXN SMILES: [CH2:1]([c:2]1[cH:3][cH:4][cH:5][cH:6][cH:7]1)[O:8][c:9]1[cH:10][cH:11][c:12](-[c:15]2[n:16][s:17][c:18]([CH2:20][O:21][c:22]3[c:23]([F:32])[c:24]([C:25](=[O:26])[NH2:27])[c:28]([F:31])[cH:29][cH:30]3)[n:19]2)[cH:13][cH:14]1.[CH3:33][S:34](=[O:35])(=[O:36])[OH:37].[Cl:38][CH2:39][Cl:40]>>[OH:8][c:9]1[cH:10][cH:11][c:12](-[c:15]2[n:16][s:17][c:18]([CH2:20][O:21][c:22]3[c:23]([F:32])[c:24]([C:25](=[O:26])[NH2:27])[c:28]([F:31])[cH:29][cH:30]3)[n:19]2)[cH:13][cH:14]1. The reactants are CC(C)c1ccc(-n2nc(C(C)(C)C)cc2NC(=O)c2cncc3cc(Oc4cc(Cl)ncn4)ccc23)cc1, [N-]=[N+]=[N-], [Na+], CN(C)C=O. Yields the product CC(C)c1ccc(-n2nc(C(C)(C)C)cc2NC(=O)c2cncc3cc(Oc4cc(N=[N+]=[N-])ncn4)ccc23)cc1. As a reaction SMILES: [C:1]([CH3:2])([CH3:3])([CH3:4])[c:5]1[cH:6][c:7]([NH:19][C:20](=[O:21])[c:22]2[cH:23][n:24][cH:25][c:26]3[cH:27][c:28]([O:32][c:33]4[n:34][cH:35][n:36][c:37]([Cl:39])[cH:38]4)[cH:29][cH:30][c:31]23)[n:8](-[c:10]2[cH:11][cH:12][c:13]([CH:16]([CH3:17])[CH3:18])[cH:14][cH:15]2)[n:9]1.[N-:40]=[N+:41]=[N-:42].[Na+:43].[O:44]=[CH:45][N:46]([CH3:47])[CH3:48]>>[C:1]([CH3:2])([CH3:3])([CH3:4])[c:5]1[cH:6][c:7]([NH:19][C:20](=[O:21])[c:22]2[cH:23][n:24][cH:25][c:26]3[cH:27][c:28]([O:32][c:33]4[n:34][cH:35][n:36][c:37]([N:40]=[N+:41]=[N-:42])[cH:38]4)[cH:29][cH:30][c:31]23)[n:8](-[c:10]2[cH:11][cH:12][c:13]([CH:16]([CH3:17])[CH3:18])[cH:14][cH:15]2)[n:9]1. Starting materials: O(O)CCCC=CC1=CC=CC=C1 (1-hydroperoxy-5-phenyl-4-pentene), O(O)C=CCCC (hydroperoxypentene). Product: OCCCC=CC1=CC=CC=C1 (1-hydroxy-5-phenyl-4-pentene), OC=CCCC (hydroxypentene). Reaction SMILES: [O:1]([CH2:3][CH2:4][CH2:5][CH:6]=[CH:7][C:8]1[CH:13]=[CH:12][CH:11]=[CH:10][CH:9]=1)O.[O:14]([CH:16]=[CH:17][CH2:18][CH2:19][CH3:20])O>>[OH:1][CH2:3][CH2:4][CH2:5][CH:6]=[CH:7][C:8]1[CH:9]=[CH:10][CH:11]=[CH:12][CH:13]=1.[OH:14][CH:16]=[CH:17][CH2:18][CH2:19][CH3:20]. Procedure details: reacting a mixture of 1-hydroperoxy-5-phenyl-4-pentene as a hydroperoxypentene and a reducing substrate in the presence of a peroxidase enzyme in an appropriate solvent to produce 1-hydroxy-5-phenyl-4-pentene as a hydroxypentene;